Dataset: the Open Reaction Database (ORD), a public repository of structured organic reaction records. Task: describe an organic reaction: reactants, conditions, products, and yield Reactants: C(C)(=O)OCC (ethyl acetate), COC(CNS(=O)(=O)C1=CC=C(C=C1)C)OC (N-(2,2-dimethoxyethyl)-4-methylbenzenesulfonamide), COC=1C=C(CBr)C=CC1 (3-methoxybenzyl bromide), [H-].[Na+] (sodium hydride). The solvent is CN(C)C=O (DMF). Reaction conditions: time 10 minute. The product is COC(CN(S(=O)(=O)C1=CC=C(C=C1)C)CC1=CC(=CC=C1)OC)OC (N-(2,2-dimethoxyethyl)-N-(3-methoxybenzyl)-4-methylbenzenesulfonamide). RXN SMILES: [CH3:1][O:2][CH:3]([O:16][CH3:17])[CH2:4][NH:5][S:6]([C:9]1[CH:14]=[CH:13][C:12]([CH3:15])=[CH:11][CH:10]=1)(=[O:8])=[O:7].[H-].[Na+].[CH3:20][O:21][C:22]1[CH:23]=[C:24]([CH:27]=[CH:28][CH:29]=1)[CH2:25]Br.C(OCC)(=O)C>CN(C=O)C>[CH3:17][O:16][CH:3]([O:2][CH3:1])[CH2:4][N:5]([CH2:25][C:24]1[CH:27]=[CH:28][CH:29]=[C:22]([O:21][CH3:20])[CH:23]=1)[S:6]([C:9]1[CH:14]=[CH:13][C:12]([CH3:15])=[CH:11][CH:10]=1)(=[O:8])=[O:7] |f:1.2|. Reported procedure: 13.0 g (50 mmol) of N-(2,2-dimethoxyethyl)-4-methylbenzenesulfonamide was dissolved in 40 ml of DMF. 2.01 g (50 mmol) of sodium hydride was added to the obtained solution at room temperature. After stirring for 10 minutes, 9.18 g (46 mmol) of 3-methoxybenzyl bromide was added to the obtained mixture, and they were stirred for 2 hours. After the treatment with ethyl acetate as the extraction solvent in an ordinary manner, the obtained crude product was purified by the silica gel column chromatogr... The reactants are NC=1C=C2C(=CNC2=CC1)C1CCN(CC1)C (5-amino-3-(1-methylpiperidin-4-yl)-1H-indole), CC=1C=C(C(=O)Cl)C=CC1 (3-methylbenzoyl chloride). Product: CC=1C=C(C(=O)NC=2C=C3C(=CNC3=CC2)C2CCN(CC2)C)C=CC1 (5-(3-methylbenzoyl)amino-3-(1-methylpiperidin-4-yl)-1H-indole). Isolated yield 87.9%. RXN SMILES: [NH2:1][C:2]1[CH:3]=[C:4]2[C:8](=[CH:9][CH:10]=1)[NH:7][CH:6]=[C:5]2[CH:11]1[CH2:16][CH2:15][N:14]([CH3:17])[CH2:13][CH2:12]1.[CH3:18][C:19]1[CH:20]=[C:21]([CH:25]=[CH:26][CH:27]=1)[C:22](Cl)=[O:23]>>[CH3:18][C:19]1[CH:20]=[C:21]([CH:25]=[CH:26][CH:27]=1)[C:22]([NH:1][C:2]1[CH:3]=[C:4]2[C:8](=[CH:9][CH:10]=1)[NH:7][CH:6]=[C:5]2[CH:11]1[CH2:16][CH2:15][N:14]([CH3:17])[CH2:13][CH2:12]1)=[O:23]. Procedure details: Beginning with 13 mg (0.056 mMol) 5-amino-3-(1-methylpiperidin-4-yl)-1H-indole and 9.2 mg (0.059 mMol) 3-methylbenzoyl chloride, 17.1 mg (88%) of the title compound were recovered. Reactants: CCO, CCOC(C)=O, CCOC(=O)CCCCCCCCCCCCCCCCOC1CCCCO1, Cc1ccc(S(=O)(=O)[O-])cc1, c1cc[nH+]cc1. The product is CCOC(=O)CCCCCCCCCCCCCCCCO. RXN SMILES: [CH3:46][CH2:47][OH:48].[CH3:49][CH2:50][O:51][C:52]([CH3:53])=[O:54].[O:1]1[CH2:2][CH2:3][CH2:4][CH2:5][CH:6]1[O:7][CH2:8][CH2:9][CH2:10][CH2:11][CH2:12][CH2:13][CH2:14][CH2:15][CH2:16][CH2:17][CH2:18][CH2:19][CH2:20][CH2:21][CH2:22][CH2:23][C:24](=[O:25])[O:26][CH2:27][CH3:28].[c:29]1([CH3:30])[cH:31][cH:32][c:33]([S:34]([O-:35])(=[O:36])=[O:37])[cH:38][cH:39]1.[nH+:40]1[cH:41][cH:42][cH:43][cH:44][cH:45]1>>[OH:7][CH2:8][CH2:9][CH2:10][CH2:11][CH2:12][CH2:13][CH2:14][CH2:15][CH2:16][CH2:17][CH2:18][CH2:19][CH2:20][CH2:21][CH2:22][CH2:23][C:24](=[O:25])[O:26][CH2:27][CH3:28].